Dataset: the Open Reaction Database (ORD), a public repository of structured organic reaction records. Task: describe an organic reaction: reactants, conditions, products, and yield The solvent is C(C)OCC (Diethyl ether). Reaction conditions: time 18 hour. Procedure: To a dichloromethane solution of the alcohol 15 (3.0 mmoles in 40 ml) dipyridine-chromium-(VI)-oxide (pyridinyl dichromate, PDC, 0.006 mole) was added. The reaction mixture was stirred at room temperature for 18 hours. Diethyl ether (50 ml) was added to the reaction mixture and the thus diluted reaction mixture was purified on a Florisil column to give a yellow crystal product. The reactants are ClCCl (dichloromethane), C=1(SC=C2C3=C(SC4=C(C12)C=CC=C4)C=CC=C3)CO ((2,8-Dithia-dibenzo[e,h]azulene-1-yl)-methanol), dipyridine chromium-(VI)-oxide. Yields the product C=1(SC=C2C3=C(SC4=C(C12)C=CC=C4)C=CC=C3)C=O (2,8-Dithia-dibenzo[e,h]azulene-1-carbaldehyde). Reaction SMILES: ClCCl.[C:4]1([CH2:22][OH:23])[S:5][CH:6]=[C:7]2[C:13]=1[C:12]1[CH:14]=[CH:15][CH:16]=[CH:17][C:11]=1[S:10][C:9]1[CH:18]=[CH:19][CH:20]=[CH:21][C:8]2=1>C(OCC)C>[C:4]1([CH:22]=[O:23])[S:5][CH:6]=[C:7]2[C:13]=1[C:12]1[CH:14]=[CH:15][CH:16]=[CH:17][C:11]=1[S:10][C:9]1[CH:18]=[CH:19][CH:20]=[CH:21][C:8]2=1. Starting materials: ClC1=C(C=CC=C1)N(C(=O)C1=CC2=C(C3=C(OCC2)C=CC=C3)S1)CCNC(OC(C)(C)C)=O (tert-butyl 2-(N-(2-chlorophenyl)-4,5-dihydrobenzo[b]thieno[2,3-d]oxepine-2-carboxamido)ethylcarbamate), C(Cl)Cl (DCM), C(=O)(C(F)(F)F)O (TFA). The product is NCCN(C(=O)C1=CC2=C(C3=C(OCC2)C=CC=C3)S1)C1=C(C=CC=C1)Cl (N-(2-aminoethyl)-N-(2-chlorophenyl)-4,5-dihydrobenzo[b]thieno[2,3-d]oxepine-2-carboxamide). Reaction SMILES: [Cl:1][C:2]1[CH:7]=[CH:6][CH:5]=[CH:4][C:3]=1[N:8]([CH2:25][CH2:26][NH:27]C(=O)OC(C)(C)C)[C:9]([C:11]1[S:24][C:14]2[C:15]3[CH:23]=[CH:22][CH:21]=[CH:20][C:16]=3[O:17][CH2:18][CH2:19][C:13]=2[CH:12]=1)=[O:10].C(Cl)Cl.C(O)(C(F)(F)F)=O>>[NH2:27][CH2:26][CH2:25][N:8]([C:3]1[CH:4]=[CH:5][CH:6]=[CH:7][C:2]=1[Cl:1])[C:9]([C:11]1[S:24][C:14]2[C:15]3[CH:23]=[CH:22][CH:21]=[CH:20][C:16]=3[O:17][CH2:18][CH2:19][C:13]=2[CH:12]=1)=[O:10]. Reported procedure: To a solution of tert-butyl 2-(N-(2-chlorophenyl)-4,5-dihydrobenzo[b]thieno[2,3-d]oxepine-2-carboxamido)ethylcarbamate (0.022 g, 0.36 mmol)/in DCM (0.400 mL, 4.93 mmol) was added a solution of 95% TFA/5% water. The reaction was monitored by LC/MS for desired product. Reaction mix concentrated in vacuo, taken into EA and washed with H2O, dried (Na2SO4), concentrated and crude purified by preparative RP-HLPC to give 131 (yield=98% of theoretical). MS: (ESI+) 400.1 Starting materials: C1CCOC1, CCOC(=O)CNc1ccccc1, CCOC(C)=O, [H-], [Na+], CCOS(=O)(=O)C(F)(F)F. Yields the product CCOC(=O)CN(CC)c1ccccc1. As a reaction SMILES: [CH2:26]1[O:27][CH2:28][CH2:29][CH2:30]1.[CH2:3]([CH3:4])[O:5][C:6]([CH2:7][NH:8][c:9]1[cH:10][cH:11][cH:12][cH:13][cH:14]1)=[O:15].[CH3:31][CH2:32][O:33][C:34](=[O:35])[CH3:36].[H-:2].[Na+:1].[S:16]([O:17][CH2:24][CH3:25])([C:18]([F:19])([F:20])[F:21])(=[O:22])=[O:23]>>[CH2:3]([CH3:4])[O:5][C:6]([CH2:7][N:8]([c:9]1[cH:10][cH:11][cH:12][cH:13][cH:14]1)[CH2:24][CH3:25])=[O:15]. The reactants are CCOC(C)=O, CCOC(=O)C(C(=O)OCC)C(=O)C1(c2ccc(Cl)c(Cl)c2)CCOCC1, O=S(=O)(O)O. Yields the product CCOC(=O)C1=C(O)c2cc(Cl)c(Cl)cc2C2(CCOCC2)C1=O. As a reaction SMILES: [CH3:33][CH2:34][O:35][C:36]([CH3:37])=[O:38].[Cl:6][c:7]1[cH:8][c:9]([C:14]2([C:20](=[O:21])[CH:22]([C:23](=[O:24])[O:25][CH2:26][CH3:27])[C:28](=[O:29])[O:30][CH2:31][CH3:32])[CH2:15][CH2:16][O:17][CH2:18][CH2:19]2)[cH:10][cH:11][c:12]1[Cl:13].[S:1](=[O:2])(=[O:3])([OH:4])[OH:5]>>[Cl:6][c:7]1[cH:8][c:9]2[c:10]([cH:11][c:12]1[Cl:13])[C:23]([OH:24])=[C:22]([C:28](=[O:29])[O:30][CH2:31][CH3:32])[C:20](=[O:21])[C:14]21[CH2:15][CH2:16][O:17][CH2:18][CH2:19]1. Starting materials: S(=O)(=O)(Cl)Cl (sulfonyl chloride), COC1=CC=C(C=C1)C=1SC=CC1C (2-(4-methoxy-phenyl)-3-methyl-thiophene). The product is COC1=CC=C(C=C1)C1=C(C=C(S1)S(=O)(=O)Cl)C (5-(4-Methoxy-phenyl)-4-methyl-thiophene-2-sulfonyl chloride). Reaction SMILES: [S:1]([Cl:5])(Cl)(=[O:3])=[O:2].[CH3:6][O:7][C:8]1[CH:13]=[CH:12][C:11]([C:14]2[S:15][CH:16]=[CH:17][C:18]=2[CH3:19])=[CH:10][CH:9]=1>>[CH3:6][O:7][C:8]1[CH:9]=[CH:10][C:11]([C:14]2[S:15][C:16]([S:1]([Cl:5])(=[O:3])=[O:2])=[CH:17][C:18]=2[CH3:19])=[CH:12][CH:13]=1. Reported procedure: The above sulfonyl chloride, EI-MS: M=304.1, was prepared analogous to Example 50 using 2-(4-methoxy-phenyl)-3-methyl-thiophene in the first step. Reported procedure: Into a 250-mL round-bottom flask purged and maintained with an inert atmosphere of nitrogen, was placed 4-bromo-2,6-difluorophenol (6.3 g, 30.15 mmol, 1.00 equiv), ethyl prop-2-enoate (17.2 g, 171.80 mmol, 5.70 equiv), P(toly)3 (18.24 g), DIEA (11.6 g, 89.76 mmol, 2.98 equiv), PdCl2 (0.531 g), N,N-dimethylformamide (100 mL). The resulting solution was stirred overnight at 80° C. The reaction was then quenched by the addition of 30 mL water. The resulting solution was extracted with 3×50 mL of et... Run at temperature 80 celsius, time 8 hour. Reaction SMILES: Br[C:2]1[CH:7]=[C:6]([F:8])[C:5]([OH:9])=[C:4]([F:10])[CH:3]=1.[C:11]([O:15][CH2:16][CH3:17])(=[O:14])[CH:12]=[CH2:13].CCN(C(C)C)C(C)C>Cl[Pd]Cl.CN(C)C=O>[F:10][C:4]1[CH:3]=[C:2](/[CH:13]=[CH:12]\[C:11]([O:15][CH2:16][CH3:17])=[O:14])[CH:7]=[C:6]([F:8])[C:5]=1[OH:9]. The reactants are BrC1=CC(=C(C(=C1)F)O)F (4-bromo-2,6-difluorophenol), C(C=C)(=O)OCC (ethyl prop-2-enoate), CCN(C(C)C)C(C)C (DIEA). Yields the product FC=1C=C(C=C(C1O)F)\C=C/C(=O)OCC (Ethyl (2Z)-3-(3,5-difluoro-4-hydroxyphenyl)prop-2-enoate). The reagents and catalysts are Cl[Pd]Cl (PdCl2). Solvent: CN(C=O)C (N,N-dimethylformamide).